Dataset: the Open Reaction Database (ORD), a public repository of structured organic reaction records. Task: describe an organic reaction: reactants, conditions, products, and yield Starting materials: FC1(CCC(CC1)CNC(=O)C=1C=2C=CC(=NC2C=CC1Cl)Cl)F (2,6-dichloro-quinoline-5-carboxylic acid (4,4-difluoro-cyclohexylmethyl)-amide), N1CC(CC1)NC(C)=O (N-pyrrolidin-3-yl-acetamide). The solvent is CS(=O)C (DMSO). Product: FC1(CCC(CC1)CNC(=O)C=1C=2C=CC(=NC2C=CC1Cl)N1CC(CC1)NC(C)=O)F (2-(3-Acetylamino-pyrrolidin-1-yl)-6-chloro-quinoline-5-carboxylic acid (4,4-difluoro-cyclohexylmethyl)-amide). Reaction SMILES: [F:1][C:2]1([F:24])[CH2:7][CH2:6][CH:5]([CH2:8][NH:9][C:10]([C:12]2[C:13]3[CH:14]=[CH:15][C:16](Cl)=[N:17][C:18]=3[CH:19]=[CH:20][C:21]=2[Cl:22])=[O:11])[CH2:4][CH2:3]1.[NH:25]1[CH2:29][CH2:28][CH:27]([NH:30][C:31](=[O:33])[CH3:32])[CH2:26]1>CS(C)=O>[F:1][C:2]1([F:24])[CH2:7][CH2:6][CH:5]([CH2:8][NH:9][C:10]([C:12]2[C:13]3[CH:14]=[CH:15][C:16]([N:25]4[CH2:29][CH2:28][CH:27]([NH:30][C:31](=[O:33])[CH3:32])[CH2:26]4)=[N:17][C:18]=3[CH:19]=[CH:20][C:21]=2[Cl:22])=[O:11])[CH2:4][CH2:3]1. Reported procedure: The title compound was synthesized according to the procedure described in example 1 using 2,6-dichloro-quinoline-5-carboxylic acid (4,4-difluoro-cyclohexylmethyl)-amide, and N-pyrrolidin-3-yl-acetamide with DMSO as a solvent. 1H NMR (400 MHz, DMSO-d6): δ 8.73-8.76 (m, 1H), 8.17-8.18 (m, 1H), 7.72-7.75 (m, 1H), 7.49-7.56 (m, 2H), 6.96-6.99 (m, 1H), 4.34-4.35 (m, 1H), 3.71-3.76 (m, 1H), 3.59-3.63 (m, 2H), 3.38-3.40 (m, 1H), 3.22-3.25 (m, 2H), 2.15-2.20 (m, 1H), 2.01-2.07 (m, 2H), 1.73-1.94 (m, 9H... Starting materials: CCCCCNc1ccc2c(c1)C(C)(C)CCC2(C)C, Cc1ccccc1, O=C(Cl)Cl. Yields the product CCCCCN(C(=O)Cl)c1ccc2c(c1)C(C)(C)CCC2(C)C. As a reaction SMILES: [CH2:1]([CH2:2][CH2:3][CH2:4][CH3:5])[NH:6][c:7]1[cH:8][c:9]2[c:14]([cH:15][cH:16]1)[C:13]([CH3:17])([CH3:18])[CH2:12][CH2:11][C:10]2([CH3:19])[CH3:20].[CH3:25][c:26]1[cH:27][cH:28][cH:29][cH:30][cH:31]1.[Cl:21][C:22]([Cl:23])=[O:24]>>[CH2:1]([CH2:2][CH2:3][CH2:4][CH3:5])[N:6]([c:7]1[cH:8][c:9]2[c:14]([cH:15][cH:16]1)[C:13]([CH3:17])([CH3:18])[CH2:12][CH2:11][C:10]2([CH3:19])[CH3:20])[C:22]([Cl:21])=[O:24]. Starting materials: [N+](=O)([O-])C=1C=C(C=CC1)O (3-nitrophenol), BrCCCBr (1,3-dibromopropane), C([O-])([O-])=O.[K+].[K+] (potassium carbonate), [I-].[K+] (potassium iodide). The solvent is CC(=O)C (acetone). Product: BrCCCOC=1C=C(C=CC1)[N+](=O)[O-] (3-(3-bromopropoxy)-nitrobenzene). Reaction SMILES: [Br:1][CH2:2][CH2:3][CH2:4]Br.C(=O)([O-])[O-].[K+].[K+].[I-].[K+].[N+:14]([C:17]1[CH:18]=[C:19]([OH:23])[CH:20]=[CH:21][CH:22]=1)([O-:16])=[O:15]>CC(C)=O>[Br:1][CH2:2][CH2:3][CH2:4][O:23][C:19]1[CH:18]=[C:17]([N+:14]([O-:16])=[O:15])[CH:22]=[CH:21][CH:20]=1 |f:1.2.3,4.5|. Procedure: 43 ml of 1,3-dibromopropane are added to a suspension of 29 g of potassium carbonate and 0.5 g of potassium iodide in 170 ml of acetone and the mixture is refluxed. A solution of 19.4 g of 3-nitrophenol is then added dropwise in the course of 2 hours and the mixture is refluxed for a further 15 hours. The reaction mixture is filtered hot and evaporated. Chromatography of the residue on silica gel with toluene gives 3-(3-bromopropoxy)-nitrobenzene as a pale yellow oil. Reactants: COC(=O)Cc1cc2ccc(F)cc2c(Cc2ccc(C)cc2)c1C, Cl, [Li+], C1CCOC1, [OH-], O, O. Yields the product Cc1ccc(Cc2c(C)c(CC(=O)O)cc3ccc(F)cc23)cc1. RXN SMILES: [CH3:1][O:2][C:3]([CH2:4][c:5]1[cH:6][c:7]2[cH:8][cH:9][c:10]([F:24])[cH:11][c:12]2[c:13]([CH2:16][c:17]2[cH:18][cH:19][c:20]([CH3:23])[cH:21][cH:22]2)[c:14]1[CH3:15])=[O:25].[ClH:29].[Li+:28].[O:30]1[CH2:31][CH2:32][CH2:33][CH2:34]1.[OH-:27].[OH2:26].[OH2:35]>>[O:2]=[C:3]([CH2:4][c:5]1[cH:6][c:7]2[cH:8][cH:9][c:10]([F:24])[cH:11][c:12]2[c:13]([CH2:16][c:17]2[cH:18][cH:19][c:20]([CH3:23])[cH:21][cH:22]2)[c:14]1[CH3:15])[OH:25].